From a dataset of the Open Reaction Database (ORD), a public repository of structured organic reaction records. describe an organic reaction: reactants, conditions, products, and yield Reactants: [Al+3], CCC(CC(F)(F)F)C(=O)O, CCOCC, [H-], [H-], [H-], [H-], [Li+]. Yields the product CCC(CO)CC(F)(F)F. Reaction SMILES: [Al+3:2].[CH2:7]([CH3:8])[CH:9]([C:10](=[O:11])[OH:12])[CH2:13][C:14]([F:15])([F:16])[F:17].[CH3:18][CH2:19][O:20][CH2:21][CH3:22].[H-:1].[H-:4].[H-:5].[H-:6].[Li+:3]>>[CH2:7]([CH3:8])[CH:9]([CH2:10][OH:11])[CH2:13][C:14]([F:15])([F:16])[F:17]. Starting materials: S(=O)(=O)([O-])O.NC1=NC(=NS1)C(C(=O)NC1[C@@H]2N(C(=C(CS2)C[N+]2=CC=CC=C2)C(=O)O)C1=O)=NOC (7-[2-(5-amino-1,2,4-thiadiazol-3-yl)-2-methoxyiminoacetamido]-3-(1-pyridinio)methyl-3-cephem-4-carboxylate sulfate), C(O)([O-])=O.[Na+] (sodium hydrogencarbonate). The product is C(=O)([O-])NC1=NC(=NS1)C(C(=O)NC1[C@@H]2N(C(=C(CS2)C[N+]2=CC=CC=C2)C(=O)[O-])C1=O)=NOC.[Na+] (Sodium 7-[2-(5-carboxylatoamino-1,2,4-thiadiazol-3-yl)-2-methoxyiminoacetamido]-3-(1-pyridinio)methyl-3-cephem-4-carboxylate). Reaction SMILES: S(O)([O-])(=O)=O.[NH2:6][C:7]1[S:11][N:10]=[C:9]([C:12](=[N:35][O:36][CH3:37])[C:13]([NH:15][CH:16]2[C:33](=[O:34])[N:18]3[C:19]([C:30]([OH:32])=[O:31])=[C:20]([CH2:23][N+:24]4[CH:29]=[CH:28][CH:27]=[CH:26][CH:25]=4)[CH2:21][S:22][C@H:17]23)=[O:14])[N:8]=1.[C:38](=O)([O-:40])[OH:39].[Na+:42]>>[C:38]([NH:6][C:7]1[S:11][N:10]=[C:9]([C:12](=[N:35][O:36][CH3:37])[C:13]([NH:15][CH:16]2[C:33](=[O:34])[N:18]3[C:19]([C:30]([O-:32])=[O:31])=[C:20]([CH2:23][N+:24]4[CH:25]=[CH:26][CH:27]=[CH:28][CH:29]=4)[CH2:21][S:22][C@H:17]23)=[O:14])[N:8]=1)([O-:40])=[O:39].[Na+:42] |f:0.1,2.3,4.5|. Reported procedure: Sodium 7-[2-(5-carboxylatoamino-1,2,4-thiadiazol-3-yl)-2-methoxyiminoacetamido]-3-(1-pyridinio)methyl-3-cephem-4-carboxylate (syn isomer) was prepared by reacting 7-[2-(5-amino-1,2,4-thiadiazol-3-yl)-2-methoxyiminoacetamido]-3-(1-pyridinio)methyl-3-cephem-4-carboxylate sulfate (syn isomer) (50 mg) and sodium hydrogencarbonate (22 mg) and detected according to a similar manner to that of Example 17. Reactants: Cc1cc(CNCCC(C)C)ccc1Br, O=C([O-])O, CC(C)(C)OC(=O)OC(C)(C)C, CCOC(C)=O, [Na+]. Product: Cc1cc(CN(CCC(C)C)C(=O)OC(C)(C)C)ccc1Br. Reaction SMILES: [Br:1][c:2]1[c:3]([CH3:15])[cH:4][c:5]([CH2:6][NH:7][CH2:8][CH2:9][CH:10]([CH3:11])[CH3:12])[cH:13][cH:14]1.[C:16](=[O:17])([OH:18])[O-:19].[C:21]([CH3:22])([CH3:23])([CH3:24])[O:25][C:26]([O:27][C:29]([CH3:30])([CH3:31])[CH3:32])=[O:28].[CH3:33][CH2:34][O:35][C:36](=[O:37])[CH3:38].[Na+:20]>>[Br:1][c:2]1[c:3]([CH3:15])[cH:4][c:5]([CH2:6][N:7]([CH2:8][CH2:9][CH:10]([CH3:11])[CH3:12])[C:26]([O:25][C:21]([CH3:22])([CH3:23])[CH3:24])=[O:27])[cH:13][cH:14]1. The reactants are CCOC(=O)N1CCC(NC(=O)OC(C)(C)C)CC1, CCO, [Cl-], [K+], [Na+], [OH-], O. Product: CC(C)(C)OC(=O)NC1CCNCC1. Reaction SMILES: [C:1]([CH3:2])([CH3:3])([CH3:4])[O:5][C:6](=[O:7])[NH:8][CH:9]1[CH2:10][CH2:11][N:12]([C:15]([O:16][CH2:17][CH3:18])=[O:19])[CH2:13][CH2:14]1.[CH3:23][CH2:24][OH:25].[Cl-:27].[K+:21].[Na+:26].[OH-:20].[OH2:22]>>[C:1]([CH3:2])([CH3:3])([CH3:4])[O:5][C:6](=[O:7])[NH:8][CH:9]1[CH2:10][CH2:11][NH:12][CH2:13][CH2:14]1.